This data is from the Open Reaction Database (ORD), a public repository of structured organic reaction records. The task is: describe an organic reaction: reactants, conditions, products, and yield The reactants are ClC1=CC(=NC2=C(C(=C(C=C12)F)F)F)OCC (4-chloro-2-ethoxy-6,7,8-trifluoroquinoline), Cl (hydrochloric acid), C(C)(=O)O (acetic acid). Solvent: O (water), O (water). Conditions: temperature 100 celsius, time 2 hour. Yields the product ClC1=CC(NC2=C(C(=C(C=C12)F)F)F)=O (4-Chloro-6,7,8-trifluorocarbostyril). Isolated yield 97.1%. RXN SMILES: [Cl:1][C:2]1[C:11]2[C:6](=[C:7]([F:14])[C:8]([F:13])=[C:9]([F:12])[CH:10]=2)[N:5]=[C:4]([O:15]CC)[CH:3]=1.Cl.C(O)(=O)C>O>[Cl:1][C:2]1[C:11]2[C:6](=[C:7]([F:14])[C:8]([F:13])=[C:9]([F:12])[CH:10]=2)[NH:5][C:4](=[O:15])[CH:3]=1. Procedure: A suspension of 4-chloro-2-ethoxy-6,7,8-trifluoroquinoline (70.4 g) in 35% strength aqueous hydrochloric acid solution (170 cc), acetic acid (420 cc) and water (250 cc) is heated with stirring to a temperature in the region of 100° C. for 2 hours and a half. After cooling to approximately 20° C., the reaction mixture is poured into water (1100 cc) at approximately 5° C. and stirred for 15 minutes at this temperature and the insoluble matter is then drained and washed with water (3×220 cc). 4-Chl... Starting materials: COCCOc1cc(NS(=O)(=O)c2ccccn2)c2[nH]c(C(=O)NCC(SCc3ccccc3)C(OC)OC)cc2c1, CC(C)=O, O. The product is COCCOc1cc(NS(=O)(=O)c2ccccn2)c2[nH]c(C(=O)NCC(C=O)SCc3ccccc3)cc2c1. Reaction SMILES: [CH2:1]([c:2]1[cH:3][cH:4][cH:5][cH:6][cH:7]1)[S:8][CH:9]([CH2:10][NH:11][C:12](=[O:13])[c:14]1[nH:15][c:16]2[c:17]([NH:28][S:29](=[O:30])(=[O:31])[c:32]3[n:33][cH:34][cH:35][cH:36][cH:37]3)[cH:18][c:19]([O:23][CH2:24][CH2:25][O:26][CH3:27])[cH:20][c:21]2[cH:22]1)[CH:38]([O:39][CH3:42])[O:40][CH3:41].[CH3:43][C:44](=[O:45])[CH3:46].[OH2:47]>>[CH2:1]([c:2]1[cH:3][cH:4][cH:5][cH:6][cH:7]1)[S:8][CH:9]([CH2:10][NH:11][C:12](=[O:13])[c:14]1[nH:15][c:16]2[c:17]([NH:28][S:29](=[O:30])(=[O:31])[c:32]3[n:33][cH:34][cH:35][cH:36][cH:37]3)[cH:18][c:19]([O:23][CH2:24][CH2:25][O:26][CH3:27])[cH:20][c:21]2[cH:22]1)[CH:38]=[O:39]. The reactants are C(C1=CC=CC=C1)(=O)[O-] (benzoate), O (water), O (water), CCCCC(CC)CCC(CC(C)C)OS(=O)(=O)[O-].[Na+] (Tergitol), O (water). Reagents/catalysts: C(CCCCCCCCCCCCCCCCC)(=O)[O-].[Zn+2].C(CCCCCCCCCCCCCCCCC)(=O)[O-] (zinc stearate). Conditions: time 30 minute. Yields the product C(C1=CC=CC=C1)(=O)OOC(C1=CC=CC=C1)=O (Dibenzoyl Peroxide). RXN SMILES: [C:1]([O-:9])(=[O:8])[C:2]1[CH:7]=[CH:6][CH:5]=[CH:4][CH:3]=1.C[CH2:11][CH2:12][CH2:13][CH:14]([CH2:17][CH2:18][CH:19]([O:24]S([O-])(=O)=O)CC(C)C)CC.[Na+].[OH2:30]>C([O-])(=O)CCCCCCCCCCCCCCCCC.[Zn+2].C([O-])(=O)CCCCCCCCCCCCCCCCC>[C:1]([O:9][O:30][C:19](=[O:24])[C:18]1[CH:11]=[CH:12][CH:13]=[CH:14][CH:17]=1)(=[O:8])[C:2]1[CH:7]=[CH:6][CH:5]=[CH:4][CH:3]=1 |f:1.2,4.5.6|. Procedure: In this Example, the mixer was charged with BPO (BPO 75% in water), benzoate, water, and zinc stearate. A preproduct was formed after about 30 minutes of mixing. Nonionic surfactant (Tergitol XD) was then added to emulsify the oil into the water phase. After about 30 minutes, a smooth, short, uniform paste of the following composition was produced.